This data is from the Open Reaction Database (ORD), a public repository of structured organic reaction records. The task is: describe an organic reaction: reactants, conditions, products, and yield Starting materials: CC(C)(C)C(=O)OCn1cc(-c2cc(C(N)=O)c(Nc3cccc(CN4CCOCC4)n3)s2)nn1, CO, Cl, [Na+], [OH-], O. Product: NC(=O)c1cc(-c2c[nH]nn2)sc1Nc1cccc(CN2CCOCC2)n1. RXN SMILES: [C:1]([O:2][CH2:3][n:9]1[n:10][n:11][c:12](-[c:14]2[s:15][c:16]([NH:22][c:23]3[n:24][c:25]([CH2:29][N:30]4[CH2:31][CH2:32][O:33][CH2:34][CH2:35]4)[cH:26][cH:27][cH:28]3)[c:17]([C:19](=[O:20])[NH2:21])[cH:18]2)[cH:13]1)(=[O:4])[C:5]([CH3:6])([CH3:7])[CH3:8].[CH3:39][OH:40].[ClH:38].[Na+:37].[OH-:36].[OH2:41]>>[nH:9]1[n:10][n:11][c:12](-[c:14]2[s:15][c:16]([NH:22][c:23]3[n:24][c:25]([CH2:29][N:30]4[CH2:31][CH2:32][O:33][CH2:34][CH2:35]4)[cH:26][cH:27][cH:28]3)[c:17]([C:19](=[O:20])[NH2:21])[cH:18]2)[cH:13]1.